From a dataset of the Open Reaction Database (ORD), a public repository of structured organic reaction records. describe an organic reaction: reactants, conditions, products, and yield Starting materials: ClCC1=C(C(=C(C(=C1Cl)Cl)CCl)Cl)Cl (α,α',2,3,5,6-hexachloro-p-xylene), COP(OC)OC (trimethylphosphite), CCl (methyl chloride). The solvent is C1(=CC=CC=C1)C (Toluene), C1(=CC=CC=C1)C (toluene). Yields the product COP(OC)(=O)CC1=C(C(=C(C(=C1Cl)Cl)CP(OC)(OC)=O)Cl)Cl ([2,3,5,6-tetrachloro-1,4-phenylenebis(methylene)]bisphosphonic acid tetramethyl ester). Isolated yield 56.2%. RXN SMILES: Cl[CH2:2][C:3]1[C:8]([Cl:9])=[C:7]([Cl:10])[C:6]([CH2:11]Cl)=[C:5]([Cl:13])[C:4]=1[Cl:14].C[O:16][P:17]([O:20][CH3:21])[O:18][CH3:19].CCl>C1(C)C=CC=CC=1>[CH3:19][O:18][P:17]([CH2:2][C:3]1[C:8]([Cl:9])=[C:7]([Cl:10])[C:6]([CH2:11][P:17](=[O:16])([O:20][CH3:21])[O:18][CH3:19])=[C:5]([Cl:13])[C:4]=1[Cl:14])(=[O:16])[O:20][CH3:21]. Procedure: A mixture of α,α',2,3,5,6-hexachloro-p-xylene (6.26 g, 0.02 mol) in toluene (60 mL) and trimethylphosphite (7.0 mL, 7.4 g, 0.06 mol) is heated to reflux temperature. The flask is set up with a condenser, Dewi-Stark trap, and the nitrogen inlet positioned so that any methyl chloride produced in the reaction will be swept out the condenser. A clear solution resuites with heating and the solution is heated at reflux for 18 hours. The toluene is distilled from the flask via the Dean-Stark trap, more... Reactants: BrCCCNC(OC(C)(C)C)=O (tert-butyl 3-bromopropylcarbamate), [H-].[Na+] (Sodium hydride), N1C=C(C2=CC=CC=C12)C=O (Indole-3-carbaldehyde). Reagents/catalysts: [I-].C(CCC)[N+](CCCC)(CCCC)CCCC (Tetrabutylammonium iodide). The solvent is CN(C)C=O (DMF). Reaction conditions: time 20 minute. Product: C(C)(C)(C)OC(NCCCN1C=C(C2=CC=CC=C12)C=O)=O (tert-Butyl[3-(3-formyl-1H-indol-1-yl)propyl]carbamate). As a reaction SMILES: [NH:1]1[C:9]2[C:4](=[CH:5][CH:6]=[CH:7][CH:8]=2)[C:3]([CH:10]=[O:11])=[CH:2]1.[H-].[Na+].Br[CH2:15][CH2:16][CH2:17][NH:18][C:19](=[O:25])[O:20][C:21]([CH3:24])([CH3:23])[CH3:22]>CN(C=O)C.[I-].C([N+](CCCC)(CCCC)CCCC)CCC>[C:21]([O:20][C:19](=[O:25])[NH:18][CH2:17][CH2:16][CH2:15][N:1]1[C:9]2[C:4](=[CH:5][CH:6]=[CH:7][CH:8]=2)[C:3]([CH:10]=[O:11])=[CH:2]1)([CH3:24])([CH3:23])[CH3:22] |f:1.2,5.6|. Procedure details: Indole-3-carbaldehyde (1 eq.) was dissolved in DMF (0.15 M). Sodium hydride was added (1.3 eq.) and the resulting solution was stirred at RT for 20 min. Tetrabutylammonium iodide (1 eq.) and tert-butyl 3-bromopropylcarbamate (2 eq.) were then added and the reaction solution was allowed to stir at RT for 18 h. The reaction mixture was subsequently quenched with sat. aq. NH4Cl and extracted with EtOAc. The combined organic extracts were dried over MgSO4. Filtration and concentration of the filtrat... Reactants: C(OC(C)(C)C)(OC1=CC=CC=C1)=O (tert-Butyl phenyl carbonate), NCCCCCCN (1,6-diaminohexane), C(Cl)Cl (CH2Cl2). Solvent: CCO (EtOH). Reaction conditions: temperature 78 celsius. Product: C(C)(C)(C)OC(=O)NCCCCCCN (6-(tert-butoxycarbonylamino)hexylamine). Reaction SMILES: [C:1](=[O:14])(OC1C=CC=CC=1)[O:2][C:3]([CH3:6])([CH3:5])[CH3:4].[NH2:15][CH2:16][CH2:17][CH2:18][CH2:19][CH2:20][CH2:21][NH2:22].C(Cl)Cl>CCO>[C:3]([O:2][C:1]([NH:15][CH2:16][CH2:17][CH2:18][CH2:19][CH2:20][CH2:21][NH2:22])=[O:14])([CH3:4])([CH3:5])[CH3:6]. Reported procedure: tert-Butyl phenyl carbonate (25.60 mL, 138.0 mmoles) was added to a stirred solution of 1,6-diaminohexane (15.30 g, 131.7 mmoles) in absolute EtOH (150 mL) in a 250 mL RB flask. The apparatus was fitted with a condenser and heated to 78° C. overnight under a blanket of nitrogen and then allowed to cool to room temperature. The solvent was stripped off the reaction mixture in vacuo (rotary evaporator) yielding a pale pink oily residue. CH2Cl2 (200 mL) was added to the residue and the resultant so... The reactants are COc1ccccc1CN, Fc1ccc(Oc2cccc3nc(Cl)ccc23)cc1. The product is COc1ccccc1CNc1ccc2c(Oc3ccc(F)cc3)cccc2n1. Reaction SMILES: [CH3:20][O:21][c:22]1[c:23]([CH2:24][NH2:25])[cH:26][cH:27][cH:28][cH:29]1.[Cl:1][c:2]1[n:3][c:4]2[cH:5][cH:6][cH:7][c:8]([O:12][c:13]3[cH:14][cH:15][c:16]([F:19])[cH:17][cH:18]3)[c:9]2[cH:10][cH:11]1>>[c:2]1([NH:25][CH2:24][c:23]2[c:22]([O:21][CH3:20])[cH:29][cH:28][cH:27][cH:26]2)[n:3][c:4]2[cH:5][cH:6][cH:7][c:8]([O:12][c:13]3[cH:14][cH:15][c:16]([F:19])[cH:17][cH:18]3)[c:9]2[cH:10][cH:11]1. The reactants are CCCCCCCCc1noc(-c2ccc(C=O)cc2)n1, Nc1ccc2c(c1)OCO2. Product: CCCCCCCCc1noc(-c2ccc(CNc3ccc4c(c3)OCO4)cc2)n1. Reaction SMILES: [CH2:1]([CH2:2][CH2:3][CH2:4][CH2:5][CH2:6][CH2:7][CH3:8])[c:9]1[n:10][o:11][c:12](-[c:14]2[cH:15][cH:16][c:17]([CH:18]=[O:19])[cH:20][cH:21]2)[n:13]1.[O:22]1[CH2:23][O:24][c:25]2[c:26]1[cH:27][cH:28][c:29]([NH2:31])[cH:30]2>>[CH2:1]([CH2:2][CH2:3][CH2:4][CH2:5][CH2:6][CH2:7][CH3:8])[c:9]1[n:10][o:11][c:12](-[c:14]2[cH:15][cH:16][c:17]([CH2:18][NH:31][c:29]3[cH:28][cH:27][c:26]4[c:25]([cH:30]3)[O:24][CH2:23][O:22]4)[cH:20][cH:21]2)[n:13]1. Starting materials: C(#N)C1=NC=C(C=C1Cl)Cl (2-Cyano-3,5-dichloropyridine), C[O-].[Na+] (NaOMe), C(CS)(=O)OC (methyl thioglycolate), C[O-].[Na+] (NaOMe). Solvent: C1CCOC1 (THF). Conditions: time 2 hour. The product is NC1=C(SC=2C1=NC=C(C2)Cl)C(=O)OC (Methyl 3-amino-6-chloro-thieno[3,2-b]pyridine-2-carboxylate). Yield: 25.3%. Reaction SMILES: [C:1]([C:3]1[C:8](Cl)=[CH:7][C:6]([Cl:10])=[CH:5][N:4]=1)#[N:2].[C:11]([O:15][CH3:16])(=[O:14])[CH2:12][SH:13].C[O-].[Na+]>C1COCC1>[NH2:2][C:1]1[C:3]2=[N:4][CH:5]=[C:6]([Cl:10])[CH:7]=[C:8]2[S:13][C:12]=1[C:11]([O:15][CH3:16])=[O:14] |f:2.3|. Reported procedure: The product from Example 27A (3.46 g, 20 mmol) and methyl thioglycolate (1.8 mL, 20 mmol) were combined in 40 mL THF. To the solution was added 1.08 g NaOMe (20 mmol) After 1.5 h, and additional 1.08 g NaOMe was added, and then after an additional 2 h, the reaction was quenched in 5% aq. NaHCO3 and extracted with diethyl ether. The organic extracts were dried (MgSO4), evaporated, and the product was purified by silica gel column chromatography to yield 1.23 g (25%) of the title compound: 1H NMR ... Reactants: ClC1=C(C=CC=C1)C(O)C=1C(=NC(=CC1F)F)F ((2-Chloro-phenyl)-(2,4,6-trifluoro-pyridin-3-yl)-methanol), MgO2. Reagents/catalysts: [O-2].[O-2].[Mn+4] (manganese dioxide), O=[Mn]=O (MnO2). The solvent is C1(=CC=CC=C1)C (toluene). Yields the product ClC1=C(C=CC=C1)C(=O)C=1C(=NC(=CC1F)F)F ((2-Chloro-phenyl)-(2,4,6-trifluoro-pyridin-3-yl)-methanone). Yield: 32.0%. As a reaction SMILES: [Cl:1][C:2]1[CH:7]=[CH:6][CH:5]=[CH:4][C:3]=1[CH:8]([C:10]1[C:11]([F:18])=[N:12][C:13]([F:17])=[CH:14][C:15]=1[F:16])[OH:9]>C1(C)C=CC=CC=1.[O-2].[O-2].[Mn+4].O=[Mn]=O>[Cl:1][C:2]1[CH:7]=[CH:6][CH:5]=[CH:4][C:3]=1[C:8]([C:10]1[C:11]([F:18])=[N:12][C:13]([F:17])=[CH:14][C:15]=1[F:16])=[O:9] |f:2.3.4|. Procedure details: (2-Chloro-phenyl)-(2,4,6-trifluoro-pyridin-3-yl)-methanol (8.02 g, 29.3 mmol) was taken up in 80 mL of dry toluene, and manganese dioxide 26 g) was added. The reaction mixture was refluxed for 2.5 hours, after which 2.5 g of additional MnO2 was added. The reaction mixture was refluxed for another hour and an additional 2.5 g of MgO2 was added. The reaction mixture was refluxed for three hours, and was then hot filtered through Celite. The Celite plug was washed with hot EtOAc (in several portion... Reactants: C(CCC)O (butanol), C(C=C)(=O)OC (methyl acrylate), C1CN2CCN1CC2 (DABCO). The product is COC(C(C(CCC)O)=C)=O (3-hydroxy-2-methylenehexanoic acid methyl ester). The yield is 305.6%. RXN SMILES: [CH2:1]([OH:5])[CH2:2][CH2:3][CH3:4].[C:6]([O:10][CH3:11])(=[O:9])C=C.C1N2[CH2:18][CH2:19]N(CC2)C1>>[CH3:11][O:10][C:6](=[O:9])[C:18](=[CH2:19])[CH:1]([OH:5])[CH2:2][CH2:3][CH3:4]. Reported procedure: A mixture of butanol (72.11 g, 1,000 mmol), methyl acrylate (129.14 g, 1,500 mmol) and DABCO (22.44 g, 200 mmol) is allowed to react at room temperature under N2 for 7 days. The reaction mixture is concentrated on Rotavap under reduced pressure (20 mbar) until no further solvent distills. The residue colorless liquid is dissolved in toluene (800 mL) and washed sequentially with 2 N HCl acid (250 mL), water (250 mL), saturated aq. sodium bicarbonate solution (120 mL) and water (150 mL). The tolue...